This data is from the Open Reaction Database (ORD), a public repository of structured organic reaction records. The task is: describe an organic reaction: reactants, conditions, products, and yield Starting materials: ClC=1N=C(C2=CC=C(C=C2C1)S(=O)(=O)NC=1SC=CN1)C1=C(C=C(C=C1)C(F)(F)F)OC (3-chloro-1-(2-methoxy-4-(trifluoromethyl)phenyl)-N-(thiazol-2-yl)isoquinoline-6-sulfonamide), C[Si](C)(C)[N-][Si](C)(C)C.[Li+] (Lithium bis(trimethylsilyl)amide), CN (Methanamine). The reagents and catalysts are CC(C)C1=CC(=C(C(=C1)C(C)C)C2=C(C(=C(C=C2OC)Cl)OC)P(C3CCCCC3)C4CCCCC4)C(C)C.C1=CC=C([C-]=C1)CCN.[Pd+2] (chloro[2-(dicyclohexylphosphino)-3,6-dimethoxy-2′,4′,6′-triisopropyl-1,1′-biphenyl][2-(2-aminoethyl)phenyl]palladium(ii)). The solvent is CO (MeOH). Run at time 15 minute. Product: COC1=C(C=CC(=C1)C(F)(F)F)C1=NC(=CC2=CC(=CC=C12)S(=O)(=O)NC=1SC=CN1)NC (1-(2-methoxy-4-(trifluoromethyl)phenyl)-3-(methylamino)-N-(thiazol-2-yl)isoquinoline-6-sulfonamide). Yield: 85.3%. Reaction SMILES: Cl[C:2]1[N:3]=[C:4]([C:21]2[CH:26]=[CH:25][C:24]([C:27]([F:30])([F:29])[F:28])=[CH:23][C:22]=2[O:31][CH3:32])[C:5]2[C:10]([CH:11]=1)=[CH:9][C:8]([S:12]([NH:15][C:16]1[S:17][CH:18]=[CH:19][N:20]=1)(=[O:14])=[O:13])=[CH:7][CH:6]=2.[CH3:33][NH2:34].C[Si]([N-][Si](C)(C)C)(C)C.[Li+]>CO.CC(C1C=C(C(C)C)C(C2C(OC)=CC(Cl)=C(OC)C=2P(C2CCCCC2)C2CCCCC2)=C(C(C)C)C=1)C.C1C=[C-]C(CCN)=CC=1.[Pd+2]>[CH3:32][O:31][C:22]1[CH:23]=[C:24]([C:27]([F:30])([F:29])[F:28])[CH:25]=[CH:26][C:21]=1[C:4]1[C:5]2[C:10](=[CH:9][C:8]([S:12]([NH:15][C:16]3[S:17][CH:18]=[CH:19][N:20]=3)(=[O:14])=[O:13])=[CH:7][CH:6]=2)[CH:11]=[C:2]([NH:34][CH3:33])[N:3]=1 |f:2.3,5.6.7|. Procedure: A vial was charged with 3-chloro-1-(2-methoxy-4-(trifluoromethyl)phenyl)-N-(thiazol-2-yl)isoquinoline-6-sulfonamide (Example 249) (34.13 mg, 0.068 mmol) and chloro[2-(dicyclohexylphosphino)-3,6-dimethoxy-2′,4′,6′-triisopropyl-1,1′-biphenyl][2-(2-aminoethyl)phenyl]palladium(ii) (Strem Chemical, Newburyport, Mass.) (5.45 mg, 6.83 μmol), then flushed with Ar (g). Methanamine (2M in THF) (341 μl, 0.683 mmol) was added to give a solution. Lithium bis(trimethylsilyl)amide (1M in THF) (341 μl, 0.341 mm...